This data is from the Open Reaction Database (ORD), a public repository of structured organic reaction records. The task is: describe an organic reaction: reactants, conditions, products, and yield Reactants: O1C(CCCC1)O[C@@H]1C[C@H](C=C1)O ((R)-trans-5-tetrahydropyranyloxycyclopent-1-en-3-ol). Reagents/catalysts: [O-2].[O-2].[Mn+4] (manganese dioxide). Run in petroleum ether, C1=CC=CC=C1 (benzene). Yields the product O1C(CCCC1)O[C@H]1C=CC(C1)=O ((R)-4-tetrahydropyranyloxycyclopent-2-en-1-one). Isolated yield 67.4%. RXN SMILES: [O:1]1[CH2:6][CH2:5][CH2:4][CH2:3][CH:2]1[O:7][C@H:8]1[CH:12]=[CH:11][C@H:10]([OH:13])[CH2:9]1>C1C=CC=CC=1.[O-2].[O-2].[Mn+4]>[O:1]1[CH2:6][CH2:5][CH2:4][CH2:3][CH:2]1[O:7][C@@H:8]1[CH2:9][C:10](=[O:13])[CH:11]=[CH:12]1 |f:2.3.4|. Procedure details: Six milligrams of (R)-trans-5-tetrahydropyranyloxycyclopent-1-en-3-ol was dissolved in a solvent mixture of 3 milliliters of petroleum ether and 0.5 milliliter of benzene, and the resulting solution was refluxed after the addition of 10 milligrams of active manganese dioxide. Six hours later, the resulting precipitate was separated by filtration and, after distilling off the organic solvent, purified by thin-layer chromatography (cyclohexane-ethyl acetate = 7:3) to obtain 4 milligrams (67%) of (... Reactants: Cl.COC([C@@H](NC([C@H](NC)CC1=CC=CC=C1)=O)CC1=CNC2=CC=CC=C12)=O (N-methyl-(D)-phenylalanyl-(L)-tryptophan methyl ester hydrochloride), C1(=CC(=CC=C1)C(=O)O)C (m-toluic acid), methyl ester. Yields the product CC=1C=C(C(=O)N([C@H](CC2=CC=CC=C2)C(=O)N[C@@H](CC2=CNC3=CC=CC=C23)C(=O)O)C)C=CC1 (N-(3-methylbenzoyl)-N-methyl-(D)-phenylalanyl-(L)-tryptophan). As a reaction SMILES: Cl.C[O:3][C:4](=[O:29])[C@H:5]([CH2:19][C:20]1[C:28]2[C:23](=[CH:24][CH:25]=[CH:26][CH:27]=2)[NH:22][CH:21]=1)[NH:6][C:7](=[O:18])[C@@H:8]([CH2:11][C:12]1[CH:17]=[CH:16][CH:15]=[CH:14][CH:13]=1)[NH:9][CH3:10].[C:30]1([CH3:39])[CH:35]=[CH:34][CH:33]=[C:32]([C:36]([OH:38])=O)[CH:31]=1>>[CH3:39][C:30]1[CH:31]=[C:32]([CH:33]=[CH:34][CH:35]=1)[C:36]([N:9]([CH3:10])[C@@H:8]([C:7]([NH:6][C@H:5]([C:4]([OH:29])=[O:3])[CH2:19][C:20]1[C:28]2[C:23](=[CH:24][CH:25]=[CH:26][CH:27]=2)[NH:22][CH:21]=1)=[O:18])[CH2:11][C:12]1[CH:13]=[CH:14][CH:15]=[CH:16][CH:17]=1)=[O:38] |f:0.1|. Procedure: Coupling of N-methyl-(D)-phenylalanyl-(L)-tryptophan methyl ester hydrochloride (see example 1) with m-toluic acid according to example 12 followed by hydrolysis of the methyl ester moiety according to example 1 gives N-(3-methylbenzoyl)-N-methyl-(D)-phenylalanyl-(L)-tryptophan; FAB-MS m/e 484 (M+H)+.